This data is from the Open Reaction Database (ORD), a public repository of structured organic reaction records. The task is: describe an organic reaction: reactants, conditions, products, and yield The reactants are CCBr, C=CCCCCn1cnc2c1c(=O)[nH]c(=O)n2C, CO, [Na+], [OH-], O. Product: C=CCCCCn1cnc2c1c(=O)n(CC)c(=O)n2C. Reaction SMILES: [CH2:21]([CH3:22])[Br:23].[CH3:1][n:2]1[c:3](=[O:18])[nH:4][c:5](=[O:17])[c:6]2[n:7]([CH2:11][CH2:12][CH2:13][CH2:14][CH:15]=[CH2:16])[cH:8][n:9][c:10]12.[CH3:25][OH:26].[Na+:20].[OH-:19].[OH2:24]>>[CH3:1][n:2]1[c:3](=[O:18])[n:4]([CH2:21][CH3:22])[c:5](=[O:17])[c:6]2[n:7]([CH2:11][CH2:12][CH2:13][CH2:14][CH:15]=[CH2:16])[cH:8][n:9][c:10]12.